This data is from the Open Reaction Database (ORD), a public repository of structured organic reaction records. The task is: describe an organic reaction: reactants, conditions, products, and yield Starting materials: C1(CCCCC1)C=1C(=C(SC1)NC(=O)OC(C)(C)C)NC(=O)OC(C)(C)C (di-t-butyl 4-cyclohexylthiophene-2,3-dicarbamate), C(C(=O)OCC)(=O)OCC (diethyl oxalate). Solvent: C(C)(=O)O (acetic acid). Yields the product C1(CCCCC1)C1=CSC=2NC(C(NC21)=O)=O (7-Cyclohexylthieno(2,3-b)pyrazine-2,3(1H,4H)-dione). The yield is 24.0%. RXN SMILES: [CH:1]1([C:7]2[C:8]([NH:20][C:21]([O:23]C(C)(C)C)=O)=[C:9]([NH:12][C:13](OC(C)(C)C)=[O:14])[S:10][CH:11]=2)[CH2:6][CH2:5][CH2:4][CH2:3][CH2:2]1.C(OCC)(=O)C(OCC)=O>C(O)(=O)C>[CH:1]1([C:7]2[C:8]3[NH:20][C:21](=[O:23])[C:13](=[O:14])[NH:12][C:9]=3[S:10][CH:11]=2)[CH2:6][CH2:5][CH2:4][CH2:3][CH2:2]1. Procedure: A mixture of di-t-butyl 4-cyclohexylthiophene-2,3-dicarbamate (400 mg, 1mmol), diethyl oxalate (5 ml, 37 mmol) and glacial acetic acid (5 ml) was refluxed for 16 h. The precipitate was filtered off and washed with glacial acetic acid to give 60 mg (24%) of the title compound. M.p.>270° C. 1H-NMR (DMSO-d6, δ): 1.1-1.9 (m, 10H), 2.75 (m, 1H), 6.7 (s, 1H), 11.9 (s, 1H), 12.25 (s, 1H). Starting materials: O=C(CBr)Nc1ccc2ncnn2n1, O=C([O-])[O-], CCOC(C)=O, CC#N, [K+], [K+], c1ccc(C(c2ccccc2)N2CCNCC2)cc1. Yields the product O=C(CN1CCN(C(c2ccccc2)c2ccccc2)CC1)Nc1ccc2ncnn2n1. Reaction SMILES: [Br:1][CH2:2][C:3](=[O:4])[NH:5][c:6]1[cH:7][cH:8][c:9]2[n:10]([n:11]1)[n:12][cH:13][n:14]2.[C:34](=[O:35])([O-:36])[O-:37].[CH3:40][CH2:41][O:42][C:43](=[O:44])[CH3:45].[CH3:46][C:47]#[N:48].[K+:38].[K+:39].[c:15]1([CH:21]([N:22]2[CH2:23][CH2:24][NH:25][CH2:26][CH2:27]2)[c:28]2[cH:29][cH:30][cH:31][cH:32][cH:33]2)[cH:16][cH:17][cH:18][cH:19][cH:20]1>>[CH2:2]([C:3](=[O:4])[NH:5][c:6]1[cH:7][cH:8][c:9]2[n:10]([n:11]1)[n:12][cH:13][n:14]2)[N:25]1[CH2:24][CH2:23][N:22]([CH:21]([c:15]2[cH:16][cH:17][cH:18][cH:19][cH:20]2)[c:28]2[cH:29][cH:30][cH:31][cH:32][cH:33]2)[CH2:27][CH2:26]1. The reactants are BrC1=C(N(N=C1)C)C=1C=C(C=CC1OCC1=CC=C(C=C1)Cl)N (3-(4-Bromo-2-methyl-2H-pyrazol-3-yl)-4-(4-chloro-benzyloxy)-phenylamine), ClC1=CC=C(C=C1)N=C=O (4-chlorophenyl isocyanate). RXN SMILES: [Br:1][C:2]1[CH:6]=[N:5][N:4]([CH3:7])[C:3]=1[C:8]1[CH:9]=[C:10]([NH2:23])[CH:11]=[CH:12][C:13]=1[O:14][CH2:15][C:16]1[CH:21]=[CH:20][C:19]([Cl:22])=[CH:18][CH:17]=1.[Cl:24][C:25]1[CH:30]=[CH:29][C:28]([N:31]=[C:32]=[O:33])=[CH:27][CH:26]=1>C(Cl)Cl>[Br:1][C:2]1[CH:6]=[N:5][N:4]([CH3:7])[C:3]=1[C:8]1[CH:9]=[C:10]([NH:23][C:32]([NH:31][C:28]2[CH:29]=[CH:30][C:25]([Cl:24])=[CH:26][CH:27]=2)=[O:33])[CH:11]=[CH:12][C:13]=1[O:14][CH2:15][C:16]1[CH:21]=[CH:20][C:19]([Cl:22])=[CH:18][CH:17]=1. The solvent is C(Cl)Cl (CH2Cl2). Procedure details: 3-(4-Bromo-2-methyl-2H-pyrazol-3-yl)-4-(4-chloro-benzyloxy)-phenylamine (0.029 g, 0.08 mmol) was treated with 4-chlorophenyl isocyanate (0.014 g, 0.09 mmol, 1.2 equiv.) in CH2Cl2 (1 mL), in a similar manner as described in Example 1.2 to afford Compound 63 (0.027 g, 0.05 mmol, 65%) as a white solid. LCMS m/z (%)=545 (M+H79Br35Cl35Cl, 65), 547 (M+H79Br35Cl35Cl, 100), 549 (M+H81Br35Cl37Cl79Br37Cl37Cl, 45), 551 (M+H81Br37Cl37Cl, 6). 1H NMR (400 MHz, acetone-d6) δ: 8.23 (s, 1H), 8.17 (s, 1H), 7.66 (... Isolated yield 62.5%. Product: BrC1=C(N(N=C1)C)C=1C=C(C=CC1OCC1=CC=C(C=C1)Cl)NC(=O)NC1=CC=C(C=C1)Cl (1-[3-(4-Bromo-2-methyl-2H-pyrazol-3-yl)-4-(4-Chloro-benzyloxy)-phenyl]-3-(4-Chloro-phenyl)-urea). The reactants are raw material, C12(CC3CC(CC(C1)C3)C2)OCC2CO2 (1-adamantylglycidyl ether), C(Cl)C1CO1 (epichlorohydrin), [Sn](Cl)(Cl)(Cl)Cl (tin tetra-chloride), halides, C12(CC3CC(CC(C1)C3)C2)O (1-adamantanol). Product: C(C1CO1)OCC1CO1 (glycidyl ether), alcohol. Yield: 61.0%. RXN SMILES: [Sn](Cl)(Cl)(Cl)Cl.[C:6]12([O:16][CH2:17][CH:18]3[O:20][CH2:19]3)CC3C[CH:12](CC(C3)C1)[CH2:13]2.C12([OH:31])CC3CC(CC(C3)C1)C2.C(C1OC1)Cl>>[CH2:6]([O:16][CH2:17][CH:18]1[O:20][CH2:19]1)[CH:13]1[O:31][CH2:12]1. Reported procedure: The process gives a yield of 61% which is not bad. In this process, however, tin tetra-chloride (which is a Lewis acid) is used as the catalyst. For the safety reason of the catalyst, the solvent usable is limited to low-polarity solvents such as halides. Hence, in production of 1-adamantylglycidyl ether, when the starting raw material is changed from 1-adamantanol to an adamantanepolyol having two or more hydroxyl groups (which has very low solubility in low-polar solvents), the reactivity ther... As a reaction SMILES: [CH3:20][S:21](=[O:22])(=[O:23])[c:24]1[cH:25][n:26][c:27]([N:29]2[CH2:30][CH2:31][NH:32][CH2:33][CH2:34]2)[s:28]1.[CH:1]1([CH2:4][O:5][c:6]2[c:7]([C:8](=[O:9])[OH:10])[cH:11][c:12]([S:15](=[O:16])(=[O:17])[CH3:18])[cH:13][cH:14]2)[CH2:2][CH2:3]1.[ClH:19]>>[CH:1]1([CH2:4][O:5][c:6]2[c:7]([C:8](=[O:10])[N:32]3[CH2:31][CH2:30][N:29]([c:27]4[n:26][cH:25][c:24]([S:21]([CH3:20])(=[O:22])=[O:23])[s:28]4)[CH2:34][CH2:33]3)[cH:11][c:12]([S:15](=[O:16])(=[O:17])[CH3:18])[cH:13][cH:14]2)[CH2:2][CH2:3]1. Starting materials: CS(=O)(=O)c1cnc(N2CCNCC2)s1, CS(=O)(=O)c1ccc(OCC2CC2)c(C(=O)O)c1, Cl. Yields the product CS(=O)(=O)c1ccc(OCC2CC2)c(C(=O)N2CCN(c3ncc(S(C)(=O)=O)s3)CC2)c1. As a reaction SMILES: [NH2:1][CH2:2][CH2:3][CH2:4][C:5]([NH:7][C@H:8]1[CH2:12][CH2:11][N:10]([C:13]([O:15][C:16]([CH3:19])([CH3:18])[CH3:17])=[O:14])[CH2:9]1)=[O:6].[N+:20]([C:23]1[CH:53]=[CH:52][C:26]([CH2:27][O:28][C:29]([N:31]=[C:32]([NH:38][C:39](=[O:51])[O:40][CH2:41][C:42]2[CH:47]=[CH:46][C:45]([N+:48]([O-:50])=[O:49])=[CH:44][CH:43]=2)N2C=CC=N2)=[O:30])=[CH:25][CH:24]=1)([O-:22])=[O:21]>O1CCCC1>[N+:20]([C:23]1[CH:24]=[CH:25][C:26]([CH2:27][O:28][C:29]([N:31]=[C:32]([NH:38][C:39]([O:40][CH2:41][C:42]2[CH:47]=[CH:46][C:45]([N+:48]([O-:50])=[O:49])=[CH:44][CH:43]=2)=[O:51])[NH:1][CH2:2][CH2:3][CH2:4][C:5]([NH:7][C@H:8]2[CH2:12][CH2:11][N:10]([C:13]([O:15][C:16]([CH3:19])([CH3:18])[CH3:17])=[O:14])[CH2:9]2)=[O:6])=[O:30])=[CH:52][CH:53]=1)([O-:22])=[O:21]. Procedure: To a solution of tert-butyl (3S)-3-(4-aminobutanoylamino)-1-pyrrolidinecarboxylate (1.36 g) in anhydrous tetrahydrofuran (30 ml), 4-nitrobenzyl [(4-nitrobenzyloxy)carbonylimino-pyrazol-1-ylmethyl]carbamate (1.60 g) was added under ice cooling. The resulting (mixture was then treated in a similar manner to that described in Referential Example 16-(1), whereby the title compound (2.50 g) was obtained as an amorphous substance. The yield is 109.0%. The reactants are NCCCC(=O)N[C@@H]1CN(CC1)C(=O)OC(C)(C)C (tert-butyl (3S)-3-(4-aminobutanoylamino)-1-pyrrolidinecarboxylate), [N+](=O)([O-])C1=CC=C(COC(=O)N=C(N2N=CC=C2)NC(OCC2=CC=C(C=C2)[N+](=O)[O-])=O)C=C1 (4-nitrobenzyl [(4-nitrobenzyloxy)carbonylimino-pyrazol-1-ylmethyl]carbamate). The product is [N+](=O)([O-])C1=CC=C(COC(=O)N=C(NCCCC(=O)N[C@@H]2CN(CC2)C(=O)OC(C)(C)C)NC(=O)OCC2=CC=C(C=C2)[N+](=O)[O-])C=C1 (tert-Butyl (3S)-3-[4-[2,3-di(4-nitrobenzyloxycarbonyl)guanidino]butanoylamino]-1-pyrrolidinecarboxylate). Solvent: O1CCCC1 (tetrahydrofuran). Reactants: FC1=C(C=C(C=C1)[N+](=O)[O-])C (2-fluoro-5-nitrotoluene), C(=O)([O-])[O-].[K+].[K+] (K2CO3), CN1CC2CC1CN2.Cl.Cl ((1S,4S)-2-Methyl-2,5-diazabicyclo[2.2.1]heptane.2HBr). Solvent: CN1CCCC1=O (NMP). The product is CN1[C@@H]2CN([C@H](C1)C2)C2=C(C=C(C=C2)[N+](=O)[O-])C (2-[(1S,4S)-5-methyl-2,5-diazabicyclo[2.2.1]heptan-2-yl]-5-nitrotoluene). The yield is 81.7%. Reaction SMILES: [CH3:1][N:2]1[CH:6]2[CH2:7][NH:8][CH:4]([CH2:5]2)[CH2:3]1.Cl.Cl.F[C:12]1[CH:17]=[CH:16][C:15]([N+:18]([O-:20])=[O:19])=[CH:14][C:13]=1[CH3:21].C([O-])([O-])=O.[K+].[K+]>CN1C(=O)CCC1>[CH3:1][N:2]1[CH2:3][C@@H:4]2[CH2:5][C@H:6]1[CH2:7][N:8]2[C:12]1[CH:17]=[CH:16][C:15]([N+:18]([O-:20])=[O:19])=[CH:14][C:13]=1[CH3:21] |f:0.1.2,4.5.6|. Reported procedure: (1S,4S)-2-Methyl-2,5-diazabicyclo[2.2.1]heptane.2HBr (6 g, 21.89 mmol) (which can be prepared by similar methods as described in Braish, T. F et al., J. Org. Chem. (1990), Vol. 55, pp. 1684-1687), 2-fluoro-5-nitrotoluene (2.61 g, 16.82 mmol) and K2CO3 (10.57 g, 76.46 mmol) in 30 mL NMP were heated at 110° C. for 14 h while stirring. The reaction mixture was cooled to ambient temperature, poured onto ice-water and stirred until precipitate formation. The yellow solid formed was collected by filtr...